From a dataset of the Open Reaction Database (ORD), a public repository of structured organic reaction records. describe an organic reaction: reactants, conditions, products, and yield The reactants are N(=NC(=O)OC(C)C)C(=O)OC(C)C (Diisopropyl azodicarboxylate), OC1CCN(CC1)C(=O)OC(C)(C)C (tert-butyl 4-hydroxypiperidine-1-carboxylate), [N+](=O)([O-])C=1C=NNC1 (4-nitro-1H-pyrazole), C1=CC=C(C=C1)P(C2=CC=CC=C2)C3=CC=CC=C3 (PPh3). Reagents/catalysts: [Pd] (Pd/C). Solvent: hexanes, CCOC(=O)C (EtOAc), CCO (EtOH), C1CCOC1 (THF). Run at time 6 day. Yields the product NC=1C=NN(C1)C1CCN(CC1)C(=O)OC(C)(C)C (tert-Butyl 4-(4-amino-1H-pyrazol-1-yl)piperidine-1-carboxylate), oil. Isolated yield 34.0%. As a reaction SMILES: N(C(OC(C)C)=O)=NC(OC(C)C)=O.O[CH:16]1[CH2:21][CH2:20][N:19]([C:22]([O:24][C:25]([CH3:28])([CH3:27])[CH3:26])=[O:23])[CH2:18][CH2:17]1.[N+:29]([C:32]1[CH:33]=[N:34][NH:35][CH:36]=1)([O-])=O.C1C=CC(P(C2C=CC=CC=2)C2C=CC=CC=2)=CC=1>C1COCC1.CCOC(C)=O.CCO.[Pd]>[NH2:29][C:32]1[CH:33]=[N:34][N:35]([CH:16]2[CH2:21][CH2:20][N:19]([C:22]([O:24][C:25]([CH3:28])([CH3:27])[CH3:26])=[O:23])[CH2:18][CH2:17]2)[CH:36]=1. Procedure details: Diisopropyl azodicarboxylate (3.60 mL, 18.3 mmol) was added dropwise to a solution of tert-butyl 4-hydroxypiperidine-1-carboxylate (A110) (2.45 g, 12.2 mmol), 4-nitro-1H-pyrazole (1.38 g, 12.2 mmol) and PPh3 (4.79 g, 18.3 mmol) in THF (25 mL) at 0° C. The resulting mixture was maintained at this temperature for 10 minutes and then warmed to room temperature at which it was stirred for 6 days. The mixture was diluted with hexanes (80 mL) and EtOAc (20 mL) and stirred for 5 hours at room temperatu... Starting materials: C(C1=CC=CC=C1)N (benzylamine), BrC1CC(C2=CC=CC=C12)=O (3-bromo-1-indanone). Solvent: CCOCC (ether), CCOCC (ether). The product is C(C1=CC=CC=C1)NC1CC(C2=CC=CC=C12)O (3-Benzylamino-1-indanol). RXN SMILES: [CH2:1]([NH2:8])[C:2]1[CH:7]=[CH:6][CH:5]=[CH:4][CH:3]=1.Br[CH:10]1[C:18]2[C:13](=[CH:14][CH:15]=[CH:16][CH:17]=2)[C:12](=[O:19])[CH2:11]1>CCOCC>[CH2:1]([NH:8][CH:10]1[C:18]2[C:13](=[CH:14][CH:15]=[CH:16][CH:17]=2)[CH:12]([OH:19])[CH2:11]1)[C:2]1[CH:7]=[CH:6][CH:5]=[CH:4][CH:3]=1. Procedure: Cool a solution of benzylamine (3.22 g.) in dry ether (25 ml.) to below 0° C. With stirring under nitrogen add a cooled (below 0° C.) solution of 3-bromo-1-indanone (3.17 g.) in ether (25 ml.) dropwise over 1.5 hours. Store the reaction under nitrogen at -10° C. for one day. Quickly filter the cold solution and add it cold to a stirring solution of one molar borane in tetrahydrofuran (60 ml.) below 0° C. and under nitrogen. Stir the solution for 18 hours at room temperature. Carefully add a solu... Starting materials: C(C)(C)N(CC)C(C)C (Diisopropylethylamine), C(C)(C)(C)[Si](Cl)(C)C (tert-butyldimethyl-chlorosilane), C(C1=CC=CC=C1)N1CC(CC1)CO ((1-benzylpyrrolidin-3-yl)methanol). The solvent is C(Cl)(Cl)Cl (chloroform). Yields the product C(C1=CC=CC=C1)N1CC(CC1)CO[Si](C)(C)C(C)(C)C (1-benzyl-3-({[tert-butyl(dimethyl)silyl]oxy}methyl]pyrrolidine). RXN SMILES: C(N(C(C)C)CC)(C)C.[C:10]([Si:14]([CH3:17])([CH3:16])Cl)([CH3:13])([CH3:12])[CH3:11].[CH2:18]([N:25]1[CH2:29][CH2:28][CH:27]([CH2:30][OH:31])[CH2:26]1)[C:19]1[CH:24]=[CH:23][CH:22]=[CH:21][CH:20]=1>C(Cl)(Cl)Cl>[CH2:18]([N:25]1[CH2:29][CH2:28][CH:27]([CH2:30][O:31][Si:14]([C:10]([CH3:13])([CH3:12])[CH3:11])([CH3:17])[CH3:16])[CH2:26]1)[C:19]1[CH:24]=[CH:23][CH:22]=[CH:21][CH:20]=1. Reported procedure: Diisopropylethylamine and tert-butyldimethyl-chlorosilane were added in that order to a chloroform solution of (1-benzylpyrrolidin-3-yl)methanol and stirred at room temperature for 5Hours. Thereafter, its work-up and purification were carried out in the standard method to obtain 1-benzyl-3-({[tert-butyl(dimethyl)silyl]oxy}methyl]pyrrolidine. EP: 306. Starting materials: BrCCCBr, O=C([O-])[O-], COC(=O)c1ccc(O)cc1NC(=O)c1cc(C(F)(F)F)cc(C(F)(F)F)c1, CC(C)=O, [K+], [K+]. Yields the product COC(=O)c1ccc(OCCCBr)cc1NC(=O)c1cc(C(F)(F)F)cc(C(F)(F)F)c1. RXN SMILES: [Br:29][CH2:30][CH2:31][CH2:32][Br:33].[C:34](=[O:35])([O-:36])[O-:37].[CH3:1][O:2][C:3]([c:4]1[c:5]([NH:11][C:12]([c:13]2[cH:14][c:15]([C:23]([F:24])([F:25])[F:26])[cH:16][c:17]([C:19]([F:20])([F:21])[F:22])[cH:18]2)=[O:27])[cH:6][c:7]([OH:10])[cH:8][cH:9]1)=[O:28].[CH3:40][C:41](=[O:42])[CH3:43].[K+:38].[K+:39]>>[CH3:1][O:2][C:3]([c:4]1[c:5]([NH:11][C:12]([c:13]2[cH:14][c:15]([C:23]([F:24])([F:25])[F:26])[cH:16][c:17]([C:19]([F:20])([F:21])[F:22])[cH:18]2)=[O:27])[cH:6][c:7]([O:10][CH2:32][CH2:31][CH2:30][Br:29])[cH:8][cH:9]1)=[O:28]. The reactants are O=C([O-])[O-], CC(C)=O, CC(Cl)C#N, O=Cc1cc(Cl)ccc1O, [K+], [K+]. Product: CC(C#N)Oc1ccc(Cl)cc1C=O. RXN SMILES: [C:11](=[O:12])([O-:13])[O-:14].[CH3:22][C:23](=[O:24])[CH3:25].[Cl:17][CH:18]([C:19]#[N:20])[CH3:21].[Cl:1][c:2]1[cH:3][cH:4][c:5]([OH:10])[c:6]([CH:7]=[O:8])[cH:9]1.[K+:15].[K+:16]>>[Cl:1][c:2]1[cH:3][cH:4][c:5]([O:10][CH:18]([C:19]#[N:20])[CH3:21])[c:6]([CH:7]=[O:8])[cH:9]1.